From a dataset of the Open Reaction Database (ORD), a public repository of structured organic reaction records. describe an organic reaction: reactants, conditions, products, and yield Reactants: OBO, Brc1cnc2c(c1)NCCO2, O=C([O-])[O-], [K+], [K+], C1CCOC1, O, c1ccc2cnccc2c1. Product: c1ccc2c(-c3cnc4c(c3)NCCO4)cncc2c1. Reaction SMILES: [BH:12]([OH:13])[OH:14].[Br:1][c:2]1[cH:3][c:4]2[c:5]([n:10][cH:11]1)[O:6][CH2:7][CH2:8][NH:9]2.[C:25](=[O:26])([O-:27])[O-:28].[K+:29].[K+:30].[O:32]1[CH2:33][CH2:34][CH2:35][CH2:36]1.[OH2:31].[cH:15]1[n:16][cH:17][cH:18][c:19]2[cH:20][cH:21][cH:22][cH:23][c:24]12>>[c:2]1(-[c:18]2[cH:17][n:16][cH:15][c:24]3[c:19]2[cH:20][cH:21][cH:22][cH:23]3)[cH:3][c:4]2[c:5]([n:10][cH:11]1)[O:6][CH2:7][CH2:8][NH:9]2.